From a dataset of the Open Reaction Database (ORD), a public repository of structured organic reaction records. describe an organic reaction: reactants, conditions, products, and yield The reactants are aqueous solution, C([O-])([O-])=O.[Na+].[Na+] (sodium carbonate), BrC1=NC(=CC=C1)Br (2,6-dibromo-pyridine), C1(=CC=CC=C1)C (toluene), FC=1C=C(C=NC1)B(O)O (5-fluoropyridine-3-boronic acid). The reagents and catalysts are C=1C=CC(=CC1)[P](C=2C=CC=CC2)(C=3C=CC=CC3)[Pd]([P](C=4C=CC=CC4)(C=5C=CC=CC5)C=6C=CC=CC6)([P](C=7C=CC=CC7)(C=8C=CC=CC8)C=9C=CC=CC9)[P](C=1C=CC=CC1)(C=1C=CC=CC1)C=1C=CC=CC1 (Pd(PPh3)4). Run in 4/1, C(C)O (ethanol). Reaction conditions: temperature 90 celsius, time 2 hour. Yields the product BrC1=CC=CC(=N1)C=1C=NC=C(C1)F (6-Bromo-5′-fluoro-[2,3′]bipyridyl). RXN SMILES: Br[C:2]1[CH:7]=[CH:6][CH:5]=[C:4]([Br:8])[N:3]=1.C1(C)C=CC=CC=1.[F:16][C:17]1[CH:18]=[C:19](B(O)O)[CH:20]=[N:21][CH:22]=1.C(=O)([O-])[O-].[Na+].[Na+]>C1C=CC([P]([Pd]([P](C2C=CC=CC=2)(C2C=CC=CC=2)C2C=CC=CC=2)([P](C2C=CC=CC=2)(C2C=CC=CC=2)C2C=CC=CC=2)[P](C2C=CC=CC=2)(C2C=CC=CC=2)C2C=CC=CC=2)(C2C=CC=CC=2)C2C=CC=CC=2)=CC=1.C(O)C>[Br:8][C:4]1[N:3]=[C:2]([C:19]2[CH:20]=[N:21][CH:22]=[C:17]([F:16])[CH:18]=2)[CH:7]=[CH:6][CH:5]=1 |f:3.4.5,^1:35,37,56,75|. Reported procedure: Added to a solution of 2.00 g (8.44 mmol) of 2,6-dibromo-pyridine in 80 ml of a 4/1 mixture of toluene and ethanol, are 1.18 g (8.44 mmol) of 5-fluoropyridine-3-boronic acid, 0.48 g (0.42 mmol) of Pd(PPh3)4 and 25 ml of a 1M aqueous solution of sodium carbonate. The mixture is stirred at 90° C. for 2 hours. Reactants: alkane dibromide, keto-ester, BrCCCC(C(C)=O)C(C)=O (3-(3-bromopropyl)-2,4-pentanedione), 4-(6-bromohexyl)-2,2,6,6-tetramethyl-3,5-pentanedione, C(C)(=O)C(C(=O)OCC)CCCCCCBr (ethyl 2-acetyl-8-bromooctanoate), BrCCOCCC(C(CC)=O)C=O (4-[2-(2-bromoethoxy)ethyl]-3,5-pentanedione). Yields the product BrCCCCCCC(C(CC)=O)C(CC)=O (4-(6-Bromohexyl)-3,5-heptanedione). As a reaction SMILES: Br[CH2:2][CH2:3]CC(C(=O)C)C(=O)C.[C:12]([CH:15]([CH2:21][CH2:22][CH2:23][CH2:24][CH2:25][CH2:26][Br:27])[C:16]([O:18]CC)=O)(=[O:14])[CH3:13].Br[CH2:29]COCCC(C=O)C(=O)CC>>[Br:27][CH2:26][CH2:25][CH2:24][CH2:23][CH2:22][CH2:21][CH:15]([C:12](=[O:14])[CH2:13][CH3:29])[C:16](=[O:18])[CH2:2][CH3:3]. Procedure details: By selecting the appropriate alkane dibromide and dione or keto-ester, there can be prepared 3-(3-bromopropyl)-2,4-pentanedione, 4-(6-bromohexyl)-2,2,6,6-tetramethyl-3,5-pentanedione, ethyl 2-acetyl-8-bromooctanoate, 4-[2-(2-bromoethoxy)ethyl]-3,5-pentanedione, and the like. Reactants: CN(C)C=O (DMF), COC(=O)CP(=O)(OC)OC (trimethyl phosphonoacetate), [H-].[Na+] (sodium hydride), CN(C)C=O (DMF), C1COC2(CCC(CC2)=O)O1 (1,4-cyclohexanedione monoethylene ketal). Run in [Cl-].[NH4+] (ammonium chloride). Conditions: time 30 minute. Product: COC(C=C1CCC2(OCCO2)CC1)=O ((1,4-dioxa-spiro[4.5]dec-8-ylidene)-acetic acid methyl ester). The yield is 87.0%. RXN SMILES: CN(C=O)C.[CH3:6][O:7][C:8]([CH2:10]P(OC)(OC)=O)=[O:9].[H-].[Na+].[CH2:19]1[O:29][C:22]2([CH2:27][CH2:26][C:25](=O)[CH2:24][CH2:23]2)[O:21][CH2:20]1>[Cl-].[NH4+]>[CH3:6][O:7][C:8](=[O:9])[CH:10]=[C:25]1[CH2:26][CH2:27][C:22]2([O:29][CH2:19][CH2:20][O:21]2)[CH2:23][CH2:24]1 |f:2.3,5.6|. Procedure: To a DMF (50 mL) solution of trimethyl phosphonoacetate (26 mL), sodium hydride (purity: 55% or higher, 7.03 g) was added in small portions at 0° C. The reaction mixture was warmed to room temperature and stirred for 30 minutes. A DMF (50 mL) solution of 1,4-cyclohexanedione monoethylene ketal (25.2 g) was added, thereto in small portions at room temperature. This suspension was stirred for 19 hours and diluted with a saturated aqueous solution of ammonium chloride, followed by two extractions w... Starting materials: N[C@@]([C@H](C)NC(=O)C=1NC(C=CC1)=O)(C1=CC(=NC=C1)F)C1=CC=C(C=C1)F (N-[(1S,2R)-2-amino-2-(4-fluorophenyl)-2-(2-fluoro-4-pyridyl)-1-methylethyl]-6-oxo-1,6-dihydro-2-pyridine-carboxamide). Solvent: C1(=CC=CC=C1)C (toluene). Yields the product FC1=CC=C(C=C1)[C@@]1(N=C(N[C@H]1C)C1=CC=CC(N1)=O)C1=CC(=NC=C1)F (6-[(4R,5S)-4-(4-fluorophenyl)-4-(2-fluoro-4-pyridyl)-5-methyl-2-imidazolin-2-yl]-2(1H)-pyridinone). As a reaction SMILES: [NH2:1][C@:2]([C:22]1[CH:27]=[CH:26][C:25]([F:28])=[CH:24][CH:23]=1)([C:15]1[CH:20]=[CH:19][N:18]=[C:17]([F:21])[CH:16]=1)[C@@H:3]([NH:5][C:6]([C:8]1[NH:9][C:10](=[O:14])[CH:11]=[CH:12][CH:13]=1)=O)[CH3:4]>C1(C)C=CC=CC=1>[F:28][C:25]1[CH:26]=[CH:27][C:22]([C@@:2]2([C:15]3[CH:20]=[CH:19][N:18]=[C:17]([F:21])[CH:16]=3)[C@H:3]([CH3:4])[NH:5][C:6]([C:8]3[NH:9][C:10](=[O:14])[CH:11]=[CH:12][CH:13]=3)=[N:1]2)=[CH:23][CH:24]=1. Reported procedure: N-[(1S,2R)-2-amino-2-(4-fluorophenyl)-2-(2-fluoro-4-pyridyl)-1-methylethyl]-6-oxo-1,6-dihydro-2-pyridine-carboxamide (16 g) was suspended in toluene (400 mL), and the suspension was heated under reflux for 10 hours while removing water azeotropically. The reaction mixture was concentrated in vacuo and the residue was purified by column chromatography (ethyl acetate:methanol=100:0→10:1) to give the title compound as a yellow oil. The yellow oil was dissolved in isopropanol (80 mL), and to this so... Reactants: resultant mixture, ClC1=CC=C(C=N1)C(=O)Cl (6-Chloropyrid-3-ylcarbonyl chloride), NC=1C=C(C=CC1C)NC(C1=CC(=CC=C1)N(C)C)=O (N-(3-amino-4-methylphenyl)-3-dimethylaminobenzamide), C([O-])([O-])=O.[K+].[K+] (potassium carbonate), CN(C)C=O (DMF). Solvent: O (water), C(Cl)Cl (methylene chloride). The product is ClC1=CC=C(C=N1)C(=O)NC1=C(C=CC(=C1)NC(C1=CC(=CC=C1)N(C)C)=O)C (6-chloro-N-[5-(3-dimethylaminobenzamido)-2-methylphenyl]pyridine-3-carboxamide). Yield: 14.9%. As a reaction SMILES: [Cl:1][C:2]1[N:7]=[CH:6][C:5]([C:8](Cl)=[O:9])=[CH:4][CH:3]=1.[NH2:11][C:12]1[CH:13]=[C:14]([NH:19][C:20](=[O:30])[C:21]2[CH:26]=[CH:25][CH:24]=[C:23]([N:27]([CH3:29])[CH3:28])[CH:22]=2)[CH:15]=[CH:16][C:17]=1[CH3:18].C(=O)([O-])[O-].[K+].[K+].CN(C=O)C>O.C(Cl)Cl>[Cl:1][C:2]1[N:7]=[CH:6][C:5]([C:8]([NH:11][C:12]2[CH:13]=[C:14]([NH:19][C:20](=[O:30])[C:21]3[CH:26]=[CH:25][CH:24]=[C:23]([N:27]([CH3:28])[CH3:29])[CH:22]=3)[CH:15]=[CH:16][C:17]=2[CH3:18])=[O:9])=[CH:4][CH:3]=1 |f:2.3.4|. Procedure: 6-Chloropyrid-3-ylcarbonyl chloride (0.37 g) was added to a mixture of N-(3-amino-4-methylphenyl)-3-dimethylaminobenzamide (0.54 g), potassium carbonate (0.304 g), DMF (5 ml) and methylene chloride (20 ml) and the resultant mixture was stirred at ambient temperature for 16 hours. The mixture was poured into water and extracted with ethyl acetate. The organic extracts were washed with a saturated aqueous sodium chloride solution, dried over magnesium sulphate and evaporated. The residue was purif... Reactants: COC1(c2ccc(C#Cc3ccc(C(C)C(=O)[O-])cc3)cc2)CC1, CCO, [Na+], C1CCOC1, [OH-]. Product: COC1(c2ccc(C#Cc3ccc(CC(=O)O)cc3)cc2)CC1. Reaction SMILES: [CH3:1][CH:2]([C:3](=[O:4])[O-:5])[c:6]1[cH:7][cH:8][c:9]([C:12]#[C:13][c:14]2[cH:15][cH:16][c:17]([C:20]3([O:23][CH3:24])[CH2:21][CH2:22]3)[cH:18][cH:19]2)[cH:10][cH:11]1.[CH3:27][CH2:28][OH:29].[Na+:26].[O:30]1[CH2:31][CH2:32][CH2:33][CH2:34]1.[OH-:25]>>[CH2:2]([C:3](=[O:4])[OH:5])[c:6]1[cH:7][cH:8][c:9]([C:12]#[C:13][c:14]2[cH:15][cH:16][c:17]([C:20]3([O:23][CH3:24])[CH2:21][CH2:22]3)[cH:18][cH:19]2)[cH:10][cH:11]1. Procedure details: 300 g (2 mol) of 2-methylbenzothiazole and 440 g (2.2 mol) of ethyl p-toluenesulfonate (or a mixture of ethyl o- and p-toluenesulfonate) are heated with stirring to 150° C., the temperature rising to about 200° C. due to the exothermic reaction. After 10 minutes, the mixture is poured into two liters of acetone, and the product which has precipitated is filtered off with suction, washed with acetone and dried in vacuo. Yield 730 g (98%). Conditions: temperature 150 celsius, time 10 minute. The solvent is CC(=O)C (acetone). Reaction SMILES: [CH3:1][C:2]1[S:3][C:4]2[CH:10]=[CH:9][CH:8]=[CH:7][C:5]=2[N:6]=1.[C:11]1([CH3:23])[CH:16]=[CH:15][C:14]([S:17]([O:20]CC)(=[O:19])=[O:18])=[CH:13][CH:12]=1>CC(C)=O>[C:11]1([CH3:23])[CH:12]=[CH:13][C:14]([S:17]([O-:20])(=[O:18])=[O:19])=[CH:15][CH:16]=1.[CH2:11]([N+:6]1[C:5]2[CH:7]=[CH:8][CH:9]=[CH:10][C:4]=2[S:3][C:2]=1[CH3:1])[CH3:12] |f:3.4|. Starting materials: CC=1SC2=C(N1)C=CC=C2 (2-methylbenzothiazole), C1(=CC=C(C=C1)S(=O)(=O)OCC)C (ethyl p-toluenesulfonate), ethyl o- and p-toluenesulfonate. The product is C1(=CC=C(C=C1)S(=O)(=O)[O-])C.C(C)[N+]1=C(SC2=C1C=CC=C2)C (3-ethyl-2-methyl-benzothiazolium p-toluenesulfonate). Starting materials: IC1=CC=NN1C1=CC=CC=C1 (5-iodo-1-phenyl-1H-pyrazole), C(#C)[Si](C)(C)C (ethynyl(trimethyl)silane). The reagents and catalysts are Cl[Pd]([P](C1=CC=CC=C1)(C2=CC=CC=C2)C3=CC=CC=C3)([P](C4=CC=CC=C4)(C5=CC=CC=C5)C6=CC=CC=C6)Cl (PdCl2(PPh3)2). The solvent is C(C)N(CC)CC (triethylamine). Reaction conditions: temperature 70 celsius, time 10 hour. Product: C1(=CC=CC=C1)N1N=CC=C1C#C[Si](C)(C)C (1-phenyl-5-[(trimethylsilyl)ethynyl]-1H-pyrazole). Isolated yield 86.5%. Reaction SMILES: I[C:2]1[N:6]([C:7]2[CH:12]=[CH:11][CH:10]=[CH:9][CH:8]=2)[N:5]=[CH:4][CH:3]=1.[C:13]([Si:15]([CH3:18])([CH3:17])[CH3:16])#[CH:14]>C(N(CC)CC)C.Cl[Pd](Cl)([P](C1C=CC=CC=1)(C1C=CC=CC=1)C1C=CC=CC=1)[P](C1C=CC=CC=1)(C1C=CC=CC=1)C1C=CC=CC=1>[C:7]1([N:6]2[C:2]([C:14]#[C:13][Si:15]([CH3:18])([CH3:17])[CH3:16])=[CH:3][CH:4]=[N:5]2)[CH:12]=[CH:11][CH:10]=[CH:9][CH:8]=1 |^1:28,47|. Reported procedure: To a solution of 5-iodo-1-phenyl-1H-pyrazole (2.00 g) (J. Org. Chem. 2008, 73, 1, 177-183) in triethylamine (40.0 mL) were added ethynyl(trimethyl)silane (0.80 g), CuT (0.141 g) and PdCl2(PPh3)2 (0.260 g) under an argon atmosphere, and the mixture was stirred at 70° C. for 10 hr. The reaction mixture was filtered, and the filtrate was concentrated under reduced pressure. The residue was purified by silica gel column chromatography (dichloromethane) to give the title compound (1.54 g). The reactants are C, CCO, [H][H], O=C1NC(=O)C2(c3ccc([N+](=O)[O-])cc3)CC12, [Pd]. Yields the product Nc1ccc(C23CC2C(=O)NC3=O)cc1. Reaction SMILES: [C:23].[CH3:20][CH2:21][OH:22].[H:18][H:19].[N+:1]([O-:2])(=[O:3])[c:4]1[cH:5][cH:6][c:7]([C:10]23[C:11](=[O:17])[NH:12][C:13](=[O:16])[CH:14]2[CH2:15]3)[cH:8][cH:9]1.[Pd:24]>>[NH2:1][c:4]1[cH:5][cH:6][c:7]([C:10]23[C:11](=[O:17])[NH:12][C:13](=[O:16])[CH:14]2[CH2:15]3)[cH:8][cH:9]1.